From a dataset of the Open Reaction Database (ORD), a public repository of structured organic reaction records. describe an organic reaction: reactants, conditions, products, and yield The reactants are O=C1CCC(=O)N1Br, ClCCl, Cc1nnnn1-c1ccc(C(=CC2CCCCC2)C(=O)O)cc1Cl, Nc1nccs1, c1ccc(P(c2ccccc2)c2ccccc2)cc1. Yields the product Cc1nnnn1-c1ccc(C(=CC2CCCCC2)C(=O)Nc2nccs2)cc1Cl. RXN SMILES: [Br:20][N:21]1[C:22](=[O:23])[CH2:24][CH2:25][C:26]1=[O:27].[CH2:58]([Cl:59])[Cl:60].[Cl:28][c:29]1[cH:30][c:31]([C:41]([C:42](=[O:43])[OH:44])=[CH:45][CH:46]2[CH2:47][CH2:48][CH2:49][CH2:50][CH2:51]2)[cH:32][cH:33][c:34]1-[n:35]1[n:36][n:37][n:38][c:39]1[CH3:40].[NH2:52][c:53]1[s:54][cH:55][cH:56][n:57]1.[c:1]1([P:2]([c:3]2[cH:4][cH:5][cH:6][cH:7][cH:8]2)[c:9]2[cH:10][cH:11][cH:12][cH:13][cH:14]2)[cH:15][cH:16][cH:17][cH:18][cH:19]1>>[Cl:28][c:29]1[cH:30][c:31]([C:41]([C:42](=[O:43])[NH:52][c:53]2[s:54][cH:55][cH:56][n:57]2)=[CH:45][CH:46]2[CH2:47][CH2:48][CH2:49][CH2:50][CH2:51]2)[cH:32][cH:33][c:34]1-[n:35]1[n:36][n:37][n:38][c:39]1[CH3:40]. The reactants are S(O)(O)(=O)=O (Sulfuric acid), C1(CC1)C1=C(C(=C(C(=N1)C)O)CO)CO (6-Cyclopropyl-4,5-bis-hydroxymethyl-2-methyl-pyridin-3-ol), CC(=O)C (acetone), [OH-].[Na+] (sodium hydroxide). Conditions: time 8 hour. Yields the product C1(CC1)C=1C(=C2C(=C(N1)C)OC(OC2)(C)C)CO ((6-Cyclopropyl-2,2,8-trimethyl-4H-[1,3]dioxino[4,5-c]pyridin-5-yl)-methanol). The yield is 44.0%. RXN SMILES: S(=O)(=O)(O)O.[CH:6]1([C:9]2[N:14]=[C:13]([CH3:15])[C:12]([OH:16])=[C:11]([CH2:17][OH:18])[C:10]=2[CH2:19][OH:20])[CH2:8][CH2:7]1.[OH-].[Na+].[CH3:23][C:24]([CH3:26])=O>>[CH:6]1([C:9]2[C:10]([CH2:19][OH:20])=[C:11]3[CH2:17][O:18][C:24]([CH3:26])([CH3:23])[O:16][C:12]3=[C:13]([CH3:15])[N:14]=2)[CH2:7][CH2:8]1 |f:2.3|. Procedure: Sulfuric acid (18.71 g, 0.1908 mole, 10 ml) was added to a solution of 6-cyclopropyl-4,5-bis-hydroxymethyl-2-methyl-pyridin-3-ol (166) (10.0 g, 47.7 mmol) in anhydrous acetone (60 mL) at 0° C. The reaction mixture was slowly warmed to room temperature and stirred overnight, poured into a cold solution of aqueous sodium hydroxide (excess) and the crude product was extracted with chloroform and dried over anhydrous magnesium sulfate. Evaporation of the solvent gave a crude residue, which was purif...